This data is from the Open Reaction Database (ORD), a public repository of structured organic reaction records. The task is: describe an organic reaction: reactants, conditions, products, and yield Starting materials: C(C1=CC=CC=C1)N1C(=C(C2=CC=C(C=C12)C(=O)OCC)C(=O)O)C(C)C (1-benzyl-6-(ethoxylcarbonyl)-2-isopropyl-1H-indole-3-carboxylic acid), C(CCl)Cl (EDC), C(C1=CC=CC=C1)N1C(=C(C2=CC=C(C=C12)C(=O)OCC)C(=O)O)C(C)C (1-benzyl-6-(ethoxylcarbonyl)-2-isopropyl-1H-indole-3-carboxylic acid), FC=1C=C(CO)C=CC1F (3,4-difluorobenzyl alcohol). Reagents/catalysts: CN(C)C=1C=CN=CC1 (DMAP). The solvent is CCOC(=O)C (EtOAc), C(Cl)Cl (CH2Cl2). Run at time 12 hour. Product: C(C1=CC=CC=C1)N1C(=C(C2=CC=C(C=C12)C(=O)OCC)C(=O)OCC1=CC(=C(C=C1)F)F)C(C)C (3,4-Difluorobenzyl 1-Benzyl-6-(ethoxycarbonyl)--2-isopropyl-1H-indole-3-carboxylate). As a reaction SMILES: [CH2:1]([N:8]1[C:16]2[C:11](=[CH:12][CH:13]=[C:14]([C:17]([O:19][CH2:20][CH3:21])=[O:18])[CH:15]=2)[C:10]([C:22]([OH:24])=[O:23])=[C:9]1[CH:25]([CH3:27])[CH3:26])[C:2]1[CH:7]=[CH:6][CH:5]=[CH:4][CH:3]=1.C(Cl)CCl.[F:32][C:33]1[CH:34]=[C:35]([CH:38]=[CH:39][C:40]=1[F:41])[CH2:36]O>C(Cl)Cl.CN(C1C=CN=CC=1)C.CCOC(C)=O>[CH2:1]([N:8]1[C:16]2[C:11](=[CH:12][CH:13]=[C:14]([C:17]([O:19][CH2:20][CH3:21])=[O:18])[CH:15]=2)[C:10]([C:22]([O:24][CH2:36][C:35]2[CH:38]=[CH:39][C:40]([F:41])=[C:33]([F:32])[CH:34]=2)=[O:23])=[C:9]1[CH:25]([CH3:26])[CH3:27])[C:2]1[CH:7]=[CH:6][CH:5]=[CH:4][CH:3]=1. Reported procedure: Following General Procedure E,1-benzyl-6-(ethoxylcarbonyl)-2-isopropyl-1H-indole-3-carboxylic acid (Compound 39, 39 mg, 0.1 1 mmol) in CH2Cl2 (4 ml) was added EDC (35 mg, 0.22 mmol) and DMAP (16 mg, 0.15 mmol), followed by 3,4-difluorobenzyl alcohol (20 mg, 0.15 mmol). The reaction was stirred at room temperature for 12 h, diluted with EtOAc, washed with H2O, brine, dried over Na2SO4 and concentrated in vacuo. The residue was purified by chromatography on silica gel (0→30% EtOAc-hexanes) to yiel... Starting materials: C(C1=CC=CC=C1)OC1=CC=C(C=O)C=C1 (4-benzyloxybenzaldehyde), CC(=O)C (acetone), [OH-].[Na+] (NaOH). Solvent: C(C)O (ethanol). Product: C(C1=CC=CC=C1)OC1=CC=C(C=C1)C=CC(C=CC1=CC=C(C=C1)OCC1=CC=CC=C1)=O (1,5-Bis-(4-benzyloxy-phenyl)-penta-1,4-dien-3-one). RXN SMILES: [CH2:1]([O:8][C:9]1[CH:16]=[CH:15][C:12]([CH:13]=O)=[CH:11][CH:10]=1)[C:2]1[CH:7]=[CH:6][CH:5]=[CH:4][CH:3]=1.[CH3:17][C:18]([CH3:20])=[O:19].[OH-:21].[Na+]>C(O)C>[CH2:1]([O:8][C:9]1[CH:16]=[CH:15][C:12]([CH:13]=[CH:16][C:9](=[O:21])[CH:10]=[CH:11][C:12]2[CH:15]=[CH:20][C:18]([O:19][CH2:1][C:2]3[CH:7]=[CH:6][CH:5]=[CH:4][CH:3]=3)=[CH:17][CH:13]=2)=[CH:11][CH:10]=1)[C:2]1[CH:7]=[CH:6][CH:5]=[CH:4][CH:3]=1 |f:2.3|. Reported procedure: The title compound was prepared as described in General Method 1 using 42.4 g (0.2 mol) 4-benzyloxybenzaldehyde, 700 mL absolute ethanol (EtOH), 5.8 g (0.1 mol) acetone and 10 mL 10% NaOH. The reaction was refluxed for 2 hours. After cooling the reaction was filtered, and the resultant solid dried. It was used without further purification in the next reaction. 1H NMR (CDCl3) δ 5.11 (s, 4 H), 6.91-7.01 (m, 6 H), 7.34-7.45 (m, 10 H), 7.57 (m, 4 H), 7.69 (d, 2 H). Reactants: BrC1=CC=2N3C4=C(C=C(C=C4SC2C=C1)O)C(C(=C3)CC=3C=NC=CC3)=O (10-bromo-5-hydroxy-2-(3-pyridylmethyl)-3H-pyrido[3,2,1-kl]phenothiazin-3-one), ClCC=1NC2=C(N1)C=CC=C2 (2-chloromethylbenzimidazole). Product: N1=C(NC2=C1C=CC=C2)COC=2C=C1SC=3C=CC(=CC3N3C1=C(C2)C(C(=C3)CC=3C=NC=CC3)=O)Br (5-(2-benzimidazolylmethyloxy)-10-bromo-2-(3-pyridylmethyl)-3H-pyrido [3,2,1-kl]phenothiazin-3-one). The yield is 1.5%. Reaction SMILES: [Br:1][C:2]1[CH:15]=[CH:14][C:13]2[S:12][C:11]3[C:6]4=[C:7]([C:17](=[O:27])[C:18]([CH2:20][C:21]5[CH:22]=[N:23][CH:24]=[CH:25][CH:26]=5)=[CH:19][N:5]4[C:4]=2[CH:3]=1)[CH:8]=[C:9]([OH:16])[CH:10]=3.Cl[CH2:29][C:30]1[NH:31][C:32]2[CH:38]=[CH:37][CH:36]=[CH:35][C:33]=2[N:34]=1>>[N:31]1[C:32]2[CH:38]=[CH:37][CH:36]=[CH:35][C:33]=2[NH:34][C:30]=1[CH2:29][O:16][C:9]1[CH:10]=[C:11]2[C:6]3=[C:7]([C:17](=[O:27])[C:18]([CH2:20][C:21]4[CH:22]=[N:23][CH:24]=[CH:25][CH:26]=4)=[CH:19][N:5]3[C:4]3[CH:3]=[C:2]([Br:1])[CH:15]=[CH:14][C:13]=3[S:12]2)[CH:8]=1. Reported procedure: According to Example 34, the compound (500 mg) produced in Example 37 was reacted with 2-chloromethylbenzimidazole (243 mg) to obtain the title compound (10 mg; 0.2%). Reactants: C(C)(=O)OCC1=C2C(=NNC2=C(C=C1C[C@H](C(=O)OCC)CC(=O)OCC)Br)Cl ((S)-Diethyl 2-((4-(acetoxymethyl)-7-bromo-3-chloro-1H-indazol-5-yl)methyl)succinate), CO (methanol), C[O-].[Mg+2].C[O-] (Magnesium methoxide), CO (methanol). Reaction conditions: time 18 hour. Product: BrC=1C=C(C(=C2C(=NNC12)Cl)CO)C[C@H](C(=O)OC)CC(=O)OC ((S)-dimethyl 2-((7-bromo-3-chloro-4-(hydroxymethyl)-1H-indazol-5-yl)methyl)succinate). The yield is 96.0%. Reaction SMILES: C([O:4][CH2:5][C:6]1[C:14]([CH2:15][C@@H:16]([CH2:22][C:23]([O:25][CH2:26]C)=[O:24])[C:17]([O:19][CH2:20]C)=[O:18])=[CH:13][C:12]([Br:28])=[C:11]2[C:7]=1[C:8]([Cl:29])=[N:9][NH:10]2)(=O)C.CO.C[O-].[Mg+2].C[O-]>>[Br:28][C:12]1[CH:13]=[C:14]([CH2:15][C@@H:16]([CH2:22][C:23]([O:25][CH3:26])=[O:24])[C:17]([O:19][CH3:20])=[O:18])[C:6]([CH2:5][OH:4])=[C:7]2[C:11]=1[NH:10][N:9]=[C:8]2[Cl:29] |f:2.3.4|. Reported procedure: (S)-Diethyl 2-((4-(acetoxymethyl)-7-bromo-3-chloro-1H-indazol-5-yl)methyl)succinate (550 mg, 1.123 mmol) was dissolved in methanol (15 mL, 370 mmol). 6-10% Magnesium methoxide in methanol (3.4 mL, 2.57 mmol) was added to the mixture. Reaction stirred at room temperature for 18 hours. Reaction was quenched with 6 mL of 1N hydrochloric acid. Mixture stirred at room temperature for 10 minutes. Mixture was concentrated by roto-vap. Residue was suspended in water. Mixture was made basic with aqueous ... Yields the product C(#N)C(C(=O)N(C)C)=CC=COC (2-cyano-5-methoxy-N, N-dimethyl-2,4-pentadienamide). As a reaction SMILES: [CH3:1][N:2]([CH3:8])[C:3](=[O:7])[CH2:4][C:5]#[N:6].[C:9]([O:12][C:13](=O)[CH3:14])(=O)C.[C:16](O)(=O)C>[Cl-].[Zn+2].[Cl-]>[C:5]([C:4](=[CH:16][CH:14]=[CH:13][O:12][CH3:9])[C:3]([N:2]([CH3:8])[CH3:1])=[O:7])#[N:6] |f:3.4.5|. The reactants are malonodialdehyde bis(dimethylacetal), CN(C(CC#N)=O)C (N,N-dimethyl-2-cyanoacetamide), C(C)(=O)OC(C)=O (acetic anhydride), C(C)(=O)O (acetic acid). Isolated yield 44.3%. Reagents/catalysts: [Cl-].[Zn+2].[Cl-] (zinc chloride). Procedure details: To a 250 ml 3-necked R.B. flask was charged 50 g malonodialdehyde bis(dimethylacetal), 22.5 g N,N-dimethyl-2-cyanoacetamide, 60 g acetic anhydride, 0.5 g zinc chloride and 100 ml acetic acid. It was heated to reflux to distill off low boilers until the pot temperature reached 125° C. and head reached 110° C. and a total of 60 ml distillate was collected. GC analysis of the pot content showed disappearance of N,N-dimethyl-2-cyanoacetamide. The reaction mixture was filtered to remove zinc catalyst... Starting materials: S(O)(O)(=O)=O (sulfuric acid), 90, ClC1=C(OC=2C=C(C=O)C=CC2)C=CC(=C1)C(F)(F)F (3-(2'-chloro-4'-trifluoromethylphenoxy)-benzaldehyde), COCCOC (ethylene glycol dimethyl ether), [BH4-].[Na+] (sodium borohydride), COCCOC (ethylene glycol dimethyl ether). Run in O (water). Conditions: time 12 hour. Yields the product 80, ClC1=C(OC=2C=C(CO)C=CC2)C=CC(=C1)C(F)(F)F (3-(2'-chloro-4'-trifluoromethylphenoxy)-benzyl alcohol). Isolated yield 89.0%. As a reaction SMILES: [Cl:1][C:2]1[CH:16]=[C:15]([C:17]([F:20])([F:19])[F:18])[CH:14]=[CH:13][C:3]=1[O:4][C:5]1[CH:6]=[C:7]([CH:10]=[CH:11][CH:12]=1)[CH:8]=[O:9].COCCOC.[BH4-].[Na+].S(=O)(=O)(O)O>O>[Cl:1][C:2]1[CH:16]=[C:15]([C:17]([F:18])([F:20])[F:19])[CH:14]=[CH:13][C:3]=1[O:4][C:5]1[CH:6]=[C:7]([CH:10]=[CH:11][CH:12]=1)[CH2:8][OH:9] |f:2.3|. Procedure: A solution of 90 parts by weight of 3-(2'-chloro-4'-trifluoromethylphenoxy)-benzaldehyde in 300 parts by volume of ethylene glycol dimethyl ether was added dropwise to a suspension of 5.7 parts by weight of sodium borohydride in 200 parts by volume of ethylene glycol dimethyl ether at 0° C. The reaction mixture was further stirred for 12 hours at room temperature, 500 parts by volume of water were added and the mixture was acidified with 10% strength sulfuric acid. It was then extracted with eth...